The task is: describe an organic reaction: reactants, conditions, products, and yield. This data is from the Open Reaction Database (ORD), a public repository of structured organic reaction records. The reactants are C(C)(=O)OCC (Ethyl acetate), BrC1=NC=C(C=C1)CBr (2-bromo-5-(bromomethyl)pyridine), N1CCCC1 (pyrrolidine), C([O-])([O-])=O.[K+].[K+] (potassium carbonate). The solvent is C(C)#N (acetonitrile). The product is BrC1=NC=C(C=C1)CN1CCCC1 (2-bromo-5-(1-pyrrolidinylmethyl)pyridine). Isolated yield 84.0%. RXN SMILES: [Br:1][C:2]1[CH:7]=[CH:6][C:5]([CH2:8]Br)=[CH:4][N:3]=1.[NH:10]1[CH2:14][CH2:13][CH2:12][CH2:11]1.C(=O)([O-])[O-].[K+].[K+].C(OCC)(=O)C>C(#N)C>[Br:1][C:2]1[CH:7]=[CH:6][C:5]([CH2:8][N:10]2[CH2:14][CH2:13][CH2:12][CH2:11]2)=[CH:4][N:3]=1 |f:2.3.4|. Procedure details: A solution of 2-bromo-5-(bromomethyl)pyridine (9.06 g, 36.1 mmol), pyrrolidine (3.62 ml, 43.3 mmol) and potassium carbonate (9.98 g, 72.2 mmol) in acetonitrile (45 ml) was stirred at room temperature for 6 hrs. Ethyl acetate was added to the reaction mixture, and the mixture was washed with saturated aqueous potassium carbonate solution and saturated, and dried over anhydrous sodium sulfate. The solvent was evaporated under reduced pressure, and the obtained residue was purified by NH-silica gel...